This data is from the Open Reaction Database (ORD), a public repository of structured organic reaction records. The task is: describe an organic reaction: reactants, conditions, products, and yield The reactants are CC(C)(C)c1ccc(N)c(O)c1, O, O=C(O)c1ccncc1, c1ccncc1. Product: CC(C)(C)c1ccc(NC(=O)c2ccncc2)c(O)c1. Reaction SMILES: [NH2:1][c:2]1[c:3]([OH:12])[cH:4][c:5]([C:8]([CH3:9])([CH3:10])[CH3:11])[cH:6][cH:7]1.[OH2:28].[OH:13][C:14](=[O:15])[c:16]1[cH:17][cH:18][n:19][cH:20][cH:21]1.[cH:22]1[cH:23][cH:24][n:25][cH:26][cH:27]1>>[NH:1]([c:2]1[c:3]([OH:12])[cH:4][c:5]([C:8]([CH3:9])([CH3:10])[CH3:11])[cH:6][cH:7]1)[C:14](=[O:13])[c:16]1[cH:17][cH:18][n:19][cH:20][cH:21]1. Reactants: Cl.CN(C)CC1=CN=C(S1)NC(C)=O (N-(5-dimethylaminomethyl-thiazol-2-yl)-acetamide hydrochloride), Cl (HCl). Solvent: CCO (EtOH), O1CCOCC1 (dioxane). Conditions: temperature 50 celsius. The product is Cl.Cl.CN(C)CC1=CN=C(S1)N (5-dimethylaminomethyl-thiazol-2-ylamine dihydrochloride). As a reaction SMILES: [ClH:1].[CH3:2][N:3]([CH2:5][C:6]1[S:10][C:9]([NH:11]C(=O)C)=[N:8][CH:7]=1)[CH3:4].Cl>CCO.O1CCOCC1>[ClH:1].[ClH:1].[CH3:2][N:3]([CH2:5][C:6]1[S:10][C:9]([NH2:11])=[N:8][CH:7]=1)[CH3:4] |f:0.1,5.6.7|. Reported procedure: Dissolved N-(5-dimethylaminomethyl-thiazol-2-yl)-acetamide hydrochloride (300 mg, 1.27 mmol) in 5 mL of EtOH. Added 2 mL of 4 M HCl in dioxane and heated at 50° C. for 16 h. LC-MS analysis indicated complete acetyl removal. Concentrated to give 5-dimethylaminomethyl-thiazol-2-ylamine dihydrochloride. Starting materials: Cl (hydrochloric acid), [OH-].[Na+] (sodium hydroxide), C(C1=CC=CC=C1)OC1=C(OC=CC1=O)C (3-Benzyloxy-2-methyl-4-pyrone), Cl.CN (methylamine hydrochloride). Run in C(C)O (ethanol), O (water). Run at time 6 day. The product is CN1C(=C(C(C=C1)=O)OCC1=CC=CC=C1)C (1,2-dimethyl-3-benzyloxypyrid-4-one). Yield: 62.9%. As a reaction SMILES: [CH2:1]([O:8][C:9]1[C:14](=[O:15])[CH:13]=[CH:12]O[C:10]=1[CH3:16])[C:2]1[CH:7]=[CH:6][CH:5]=[CH:4][CH:3]=1.Cl.[CH3:18][NH2:19].[OH-].[Na+].Cl>O.C(O)C>[CH3:18][N:19]1[CH:12]=[CH:13][C:14](=[O:15])[C:9]([O:8][CH2:1][C:2]2[CH:7]=[CH:6][CH:5]=[CH:4][CH:3]=2)=[C:10]1[CH3:16] |f:1.2,3.4|. Reported procedure: 3-Benzyloxy-2-methyl-4-pyrone (4.8 g) and methylamine hydrochloride (1.56 g) are dissolved in water (200 ml) and ethanol (100 ml) containing sodium hydroxide (2 g) is added. The mixture is stirred at room temperature for 6 days and is then acidified with concentrated hydrochloric acid to pH 2, and evaporated to dryness. The resulting colourless solid is washed with water and extracted into chloroform (2×50 ml). The chloroform extracts are combined, dried over magnesium sulphate, and evaporated t... Reactants: CC(C)(C)OC(=O)Nc1ccc(Cl)cc1C(O)c1ccc(Br)cc1, ClCCl, O=[Mn]=O. The product is CC(C)(C)OC(=O)Nc1ccc(Cl)cc1C(=O)c1ccc(Br)cc1. As a reaction SMILES: [Br:1][c:2]1[cH:3][cH:4][c:5]([CH:8]([c:9]2[c:10]([NH:16][C:17]([O:18][C:19]([CH3:20])([CH3:21])[CH3:22])=[O:23])[cH:11][cH:12][c:13]([Cl:15])[cH:14]2)[OH:24])[cH:6][cH:7]1.[Cl:25][CH2:26][Cl:27].[O:28]=[Mn:29]=[O:30]>>[Br:1][c:2]1[cH:3][cH:4][c:5]([C:8]([c:9]2[c:10]([NH:16][C:17]([O:18][C:19]([CH3:20])([CH3:21])[CH3:22])=[O:23])[cH:11][cH:12][c:13]([Cl:15])[cH:14]2)=[O:24])[cH:6][cH:7]1. Starting materials: COC(C[C@@H]1COC2=C1C=CC(=C2)O[C@@H]2CCC1=C(C(=CC=C21)C(F)(F)F)CBr)=O ({(S)-6-[(R)-4-bromomethyl-5-trifluoromethyl-indan-1-yloxy]-2,3-dihydro-benzofuran-3-yl}-acetic acid methyl ester), N1=CN=CC2=C1CCN(C2)C[B-](F)(F)F ((7,8-dihydro-pyrido[4,3-d]pyrimidin-6-yl)methyltrifluoroborate), Intermediate 3. Yields the product COC(C[C@@H]1COC2=C1C=CC(=C2)O[C@@H]2CCC1=C(C(=CC=C21)C(F)(F)F)CN2CC1=C(N=CN=C1)CC2)=O ({(S)-6-[(R)-4-(7,8-Dihydro-pyrido[4,3-d]pyrimidin-6-ylmethyl)-5-trifluoromethyl-indan-1-yloxy]-2,3-dihydro-benzofuran-3-yl}-acetic acid methyl ester). As a reaction SMILES: [CH3:1][O:2][C:3](=[O:30])[CH2:4][C@H:5]1[C:9]2[CH:10]=[CH:11][C:12]([O:14][C@H:15]3[C:23]4[C:18](=[C:19]([CH2:28]Br)[C:20]([C:24]([F:27])([F:26])[F:25])=[CH:21][CH:22]=4)[CH2:17][CH2:16]3)=[CH:13][C:8]=2[O:7][CH2:6]1.[N:31]1[C:36]2[CH2:37][CH2:38][N:39](C[B-](F)(F)F)[CH2:40][C:35]=2[CH:34]=[N:33][CH:32]=1>>[CH3:1][O:2][C:3](=[O:30])[CH2:4][C@H:5]1[C:9]2[CH:10]=[CH:11][C:12]([O:14][C@H:15]3[C:23]4[C:18](=[C:19]([CH2:28][N:39]5[CH2:38][CH2:37][C:36]6[N:31]=[CH:32][N:33]=[CH:34][C:35]=6[CH2:40]5)[C:20]([C:24]([F:27])([F:26])[F:25])=[CH:21][CH:22]=4)[CH2:17][CH2:16]3)=[CH:13][C:8]=2[O:7][CH2:6]1. Procedure: The title compound is prepared from {(S)-6-[(R)-4-bromomethyl-5-trifluoromethyl-indan-1-yloxy]-2,3-dihydro-benzofuran-3-yl}-acetic acid methyl ester and (7,8-dihydro-pyrido[4,3-d]pyrimidin-6-yl)methyltrifluoroborate following a procedure analogous to that described for Intermediate 3. LC (method 1): tR=1.13 min; Mass spectrum (ESI+): m/z=540 [M+H]+. The reactants are FC1=CC(=C(C=C1)C1=C(C2=C(S1)C=C(C=C2)OC)OC2=CC=C(/C=C/C1=NNC(O1)=O)C=C2)C ((E)-5-(4-((2-(4-fluoro-2-methylphenyl)-6-methoxybenzo[b]thiophen-3-yl)oxy)styryl)-1,3,4-oxadiazol-2(3H)-one), B(Br)(Br)Br (BBr3). Run in C(Cl)Cl (DCM). Run at time 1 hour. Yields the product FC1=CC(=C(C=C1)C1=C(C2=C(S1)C=C(C=C2)O)OC2=CC=C(/C=C/C1=NNC(O1)=O)C=C2)C ((E)-5-(4-((2-(4-fluoro-2-methylphenyl)-6-hydroxybenzo[b]thiophen-3-yl)oxy)styryl)-1,3,4-oxadiazol-2(3H)-one). Isolated yield 40.6%. As a reaction SMILES: [F:1][C:2]1[CH:7]=[CH:6][C:5]([C:8]2[S:12][C:11]3[CH:13]=[C:14]([O:17]C)[CH:15]=[CH:16][C:10]=3[C:9]=2[O:19][C:20]2[CH:33]=[CH:32][C:23](/[CH:24]=[CH:25]/[C:26]3[O:30][C:29](=[O:31])[NH:28][N:27]=3)=[CH:22][CH:21]=2)=[C:4]([CH3:34])[CH:3]=1.B(Br)(Br)Br>C(Cl)Cl>[F:1][C:2]1[CH:7]=[CH:6][C:5]([C:8]2[S:12][C:11]3[CH:13]=[C:14]([OH:17])[CH:15]=[CH:16][C:10]=3[C:9]=2[O:19][C:20]2[CH:21]=[CH:22][C:23](/[CH:24]=[CH:25]/[C:26]3[O:30][C:29](=[O:31])[NH:28][N:27]=3)=[CH:32][CH:33]=2)=[C:4]([CH3:34])[CH:3]=1. Procedure details: To a 30 mL screw cap vial, (E)-5-(4-((2-(4-fluoro-2-methylphenyl)-6-methoxybenzo[b]thiophen-3-yl)oxy)styryl)-1,3,4-oxadiazol-2(3H)-one (15 mg, 0.032 mmol) was dissolved in DCM (1 mL). The vial was charged with BBr3 (1.0 M in hexanes, 0.095 ml, 0.095 mmol) and the reaction mixture was stirred for 1 h at room temperature. The reaction mixture was quenched with 4 mL MeOH and stirred for 10 min. The mixture was concentrated onto silica gel and the crude material was purified by reverse phase HPLC (a... The reactants are Cl.Cl.Cl.N1=CC(=CC=C1)C=1C=CC(=NC1)N1C(O[C@H](C1)CN)=O ((5S)-3-(5-[3-Pyridyl]-pyridin-2-yl)-5-aminomethyl-oxazolidin-2-one Trihydrochloride), CN(C)C=O (DMF), [N+](=O)([O-])C(=CNC1=NC=CC=C1)C (2-(2-nitro-prop-1-en-1-yl-amino)-pyridine). Run in O (water). Run at time 8 hour. The product is N1=CC(=CC=C1)C=1C=CC(=NC1)N1C(O[C@@H](C1)C(N)C=C(C)[N+](=O)[O-])=O ((5S)-3-(5-[3-Pyridyl]-pyridin-2-yl)-5-(2-nitro-prop-1 -en-1-yl-aminomethyl)-oxazolidin-2-one). Reaction SMILES: Cl.Cl.Cl.[N:4]1[CH:9]=[CH:8][CH:7]=[C:6]([C:10]2[CH:11]=[CH:12][C:13]([N:16]3[CH2:20][C@H:19]([CH2:21][NH2:22])[O:18][C:17]3=[O:23])=[N:14][CH:15]=2)[CH:5]=1.CN(C=O)C.[N+:29]([C:32]([CH3:41])=[CH:33]NC1C=CC=CN=1)([O-:31])=[O:30]>O>[N:4]1[CH:9]=[CH:8][CH:7]=[C:6]([C:10]2[CH:11]=[CH:12][C:13]([N:16]3[CH2:20][C@@H:19]([CH:21]([CH:33]=[C:32]([N+:29]([O-:31])=[O:30])[CH3:41])[NH2:22])[O:18][C:17]3=[O:23])=[N:14][CH:15]=2)[CH:5]=1 |f:0.1.2.3|. Procedure: 100 mg (0.37 mmol) of the compound from Example XXVIII (free base; prepared by dissolving in water, NH3(aq) addition to pH 11, extraction with CH2Cl2, drying over MgSO4 and concentrating) are initially introduced into 1 ml of DMF under argon and 200 mg (1.11 mmol) of 2-(2-nitro-prop-1-en-1-yl-amino)-pyridine are added and the mixture is stirred overnight. It is treated with water, extracted 3× with ethyl acetate, and the organic phase is washed with satd. NaCl solution and dried over MgSO4. It i...